From a dataset of the Open Reaction Database (ORD), a public repository of structured organic reaction records. describe an organic reaction: reactants, conditions, products, and yield The product is CC1=C(C(=O)O)C(c2ccc(F)cc2)CC(=O)N1. The reactants are CO, COC(=O)C1=C(C)NC(=O)CC1c1ccc(F)cc1, [Na+], [OH-], O. As a reaction SMILES: [CH3:22][OH:23].[F:1][c:2]1[cH:3][cH:4][c:5]([CH:8]2[C:9]([C:16](=[O:17])[O:18][CH3:19])=[C:10]([CH3:15])[NH:11][C:12](=[O:14])[CH2:13]2)[cH:6][cH:7]1.[Na+:21].[OH-:20].[OH2:24]>>[F:1][c:2]1[cH:3][cH:4][c:5]([CH:8]2[C:9]([C:16](=[O:17])[OH:18])=[C:10]([CH3:15])[NH:11][C:12](=[O:14])[CH2:13]2)[cH:6][cH:7]1. As a reaction SMILES: [Br:11][O:12][Br:13].[C:1]([CH3:2])([CH3:3])([CH3:4])[O:5][CH2:6][CH:7]([CH2:8][Br:9])[CH3:10].[CH3:17][OH:18].[Na:14][C:15]#[N:16].[OH2:19]>>[C:1]([CH3:2])([CH3:3])([CH3:4])[O:5][CH2:6][CH:7]([CH2:8][C:15]#[N:16])[CH3:10]. Starting materials: BrOBr, CC(CBr)COC(C)(C)C, CO, N#C[Na], O. The product is CC(CC#N)COC(C)(C)C. The reactants are ClC1=C(C(=O)N=C=O)C=CC=C1 (2-chlorobenzoyl isocyanate), FC(OC1=CC=C(C=C1)NSC1=C(C=CC=C1)[N+](=O)[O-])(F)F (N-[4-(trifluoromethoxy)phenyl]-2-nitrobenzenesulphenamide). The solvent is C1(=CC=CC=C1)C (toluene), same solvent. Reaction conditions: temperature -5 celsius, time 4 day. The product is ClC1=C(C(=O)NC(=O)N(SC2=C(C=CC=C2)[N+](=O)[O-])C2=CC=C(C=C2)OC(F)(F)F)C=CC=C1 (2-Chloro-N-[[[4-(trifluoromethoxy)phenyl]-N-[(2-nitrophenyl)thio]amino]carbonyl]benzamide). Reaction SMILES: [Cl:1][C:2]1[CH:12]=[CH:11][CH:10]=[CH:9][C:3]=1[C:4]([N:6]=[C:7]=[O:8])=[O:5].[F:13][C:14]([F:34])([F:33])[O:15][C:16]1[CH:21]=[CH:20][C:19]([NH:22][S:23][C:24]2[CH:29]=[CH:28][CH:27]=[CH:26][C:25]=2[N+:30]([O-:32])=[O:31])=[CH:18][CH:17]=1>C1(C)C=CC=CC=1>[Cl:1][C:2]1[CH:12]=[CH:11][CH:10]=[CH:9][C:3]=1[C:4]([NH:6][C:7]([N:22]([C:19]1[CH:20]=[CH:21][C:16]([O:15][C:14]([F:13])([F:33])[F:34])=[CH:17][CH:18]=1)[S:23][C:24]1[CH:29]=[CH:28][CH:27]=[CH:26][C:25]=1[N+:30]([O-:32])=[O:31])=[O:8])=[O:5]. Procedure details: A solution of 50 g of 2-chlorobenzoyl isocyanate in 50 ml of dry toluene was added to a stirred solution of 60 g of N-[4-(trifluoromethoxy)phenyl]-2-nitrobenzenesulphenamide in 100 ml of the same solvent. The reaction was slightly exothermic, reaching a maximum temperature of 35° C. After 4 days at room temperature, the reaction mixture was cooled to -5° C. and the crystalline cake of product was broken up under cold toluene, filtered, washed with toluene followed by cold light petroleum (b.p. 4... Starting materials: CN=C=O (methyl isocyanate), O(C1=CC=CC=C1)C1=CC=C(OCC(C)=NO)C=C1 (4-phenoxyphenoxyacetone oxime), N1(NCCCCCC1)C1CCCCCCC1 (diazabicyclooctane). The solvent is C(C)#N (acetonitrile), C(C)#N (acetonitrile). Product: CNC(O)=O.O(C1=CC=CC=C1)C1=CC=C(OCC(C)=NO)C=C1 (4-phenoxyphenoxyacetone oxime N-methyl carbamate). As a reaction SMILES: [CH3:1][N:2]=[C:3]=[O:4].[O:5]([C:12]1[CH:23]=[CH:22][C:15]([O:16][CH2:17][C:18](=[N:20][OH:21])[CH3:19])=[CH:14][CH:13]=1)[C:6]1[CH:11]=[CH:10][CH:9]=[CH:8][CH:7]=1.N1(C2CCCCCCC2)CCCCCCN1>C(#N)C>[CH3:1][NH:2][C:3](=[O:5])[OH:4].[O:5]([C:12]1[CH:23]=[CH:22][C:15]([O:16][CH2:17][C:18](=[N:20][OH:21])[CH3:19])=[CH:14][CH:13]=1)[C:6]1[CH:7]=[CH:8][CH:9]=[CH:10][CH:11]=1 |f:4.5|. Reported procedure: With stirring, a solution of 3.42 g of methyl isocyanate in 10 ml of acetonitrile is added dropwise over 30 minutes at room temperature to a solution of 12.85 g (0.05 mole) of 4-phenoxyphenoxyacetone oxime and 0.05 g of diazabicyclooctane in 90 ml of acetonitrile. After stirring for 7 hours at 40° C., the solvent is distilled off by rotary evaporation and the residue is purified by chromatography over 200 g of silica gel (eluant: a 3:1 mixture of diethyl ether and hexane). The main fraction is s... Reactants: COC(=O)C(C#N)=C(SC)SC, CC(C)(C)C(N)=O, Cl, [H-], [Na+]. The product is COC(=O)C(C#N)=C(NC(=O)C(C)(C)C)SC. Reaction SMILES: [C:1](#[N:2])[C:3]([C:4](=[O:5])[O:6][CH3:7])=[C:8]([S:9][CH3:10])[S:11][CH3:12].[CH3:13][C:14]([C:15](=[O:16])[NH2:17])([CH3:18])[CH3:19].[ClH:22].[H-:20].[Na+:21]>>[C:1](#[N:2])[C:3]([C:4](=[O:5])[O:6][CH3:7])=[C:8]([S:9][CH3:10])[NH:17][C:15]([C:14]([CH3:13])([CH3:18])[CH3:19])=[O:16]. Reactants: CCn1ncnc1CO, CC(C)(C)c1cc2nnc(-c3c(F)cccc3F)n2nc1Cl, [H-], [Na+], CN(C)C=O. Yields the product CCn1ncnc1COc1nn2c(-c3c(F)cccc3F)nnc2cc1C(C)(C)C. Reaction SMILES: [CH2:23]([CH3:24])[n:25]1[n:26][cH:27][n:28][c:29]1[CH2:30][OH:31].[Cl:1][c:2]1[c:3]([C:19]([CH3:20])([CH3:21])[CH3:22])[cH:4][c:5]2[n:6]([n:7]1)[c:8](-[c:11]1[c:12]([F:18])[cH:13][cH:14][cH:15][c:16]1[F:17])[n:9][n:10]2.[H-:32].[Na+:33].[O:34]=[CH:35][N:36]([CH3:37])[CH3:38]>>[c:2]1([O:31][CH2:30][c:29]2[n:25]([CH2:23][CH3:24])[n:26][cH:27][n:28]2)[c:3]([C:19]([CH3:20])([CH3:21])[CH3:22])[cH:4][c:5]2[n:6]([n:7]1)[c:8](-[c:11]1[c:12]([F:18])[cH:13][cH:14][cH:15][c:16]1[F:17])[n:9][n:10]2. The reactants are CCN(C(C)C)C(C)C, CNc1nc(=O)c2c([nH]1)N(c1ccc(S(C)(=O)=O)cc1F)CC2, O=P(Cl)(Cl)Cl. Product: CNc1nc(Cl)c2c(n1)N(c1ccc(S(C)(=O)=O)cc1F)CC2. As a reaction SMILES: [CH:24]([N:25]([CH2:26][CH3:27])[CH:28]([CH3:29])[CH3:30])([CH3:31])[CH3:32].[F:1][c:2]1[c:3]([N:12]2[CH2:13][CH2:14][c:15]3[c:16]2[nH:17][c:18]([NH:22][CH3:23])[n:19][c:20]3=[O:21])[cH:4][cH:5][c:6]([S:8](=[O:9])(=[O:10])[CH3:11])[cH:7]1.[P:33]([Cl:34])([Cl:35])([Cl:36])=[O:37]>>[F:1][c:2]1[c:3]([N:12]2[CH2:13][CH2:14][c:15]3[c:16]2[n:17][c:18]([NH:22][CH3:23])[n:19][c:20]3[Cl:35])[cH:4][cH:5][c:6]([S:8](=[O:9])(=[O:10])[CH3:11])[cH:7]1. The reactants are O=C([O-])C(=O)[O-], C, COc1ccc(CC(C)(C)NCC(O)c2ccccc2OCc2ccccc2)cc1, CCO, Cl, [H][H], O=C(O)C(=O)O, [Pd]. Yields the product COc1ccc(CC(C)(C)NCC(O)c2ccccc2OC)cc1. Reaction SMILES: [C:35]([O-:36])(=[O:37])[C:38]([O-:39])=[O:40].[C:49].[CH3:2][C:3]([CH2:4][c:5]1[cH:6][cH:7][c:8]([O:11][CH3:12])[cH:9][cH:10]1)([CH3:13])[NH:14][CH2:15][CH:16]([c:17]1[c:18]([O:23][CH2:24][c:25]2[cH:26][cH:27][cH:28][cH:29][cH:30]2)[cH:19][cH:20][cH:21][cH:22]1)[OH:31].[CH3:32][CH2:33][OH:34].[ClH:1].[H:47][H:48].[OH:41][C:42]([C:43](=[O:44])[OH:45])=[O:46].[Pd:50]>>[CH3:2][C:3]([CH2:4][c:5]1[cH:6][cH:7][c:8]([O:11][CH3:12])[cH:9][cH:10]1)([CH3:13])[NH:14][CH2:15][CH:16]([c:17]1[c:18]([O:23][CH3:24])[cH:19][cH:20][cH:21][cH:22]1)[OH:31]. The reactants are CCCCS, [H-], Cc1cn(-c2cc(F)c3c(N)ncnc3c2)c2c1C(=O)CC(C)(C)C2, [Na+], CN(C)C=O. The product is CCCCSc1cc(-n2cc(C)c3c2CC(C)(C)CC3=O)cc2ncnc(N)c12. Reaction SMILES: [CH2:1]([CH2:2][CH2:3][CH3:4])[SH:5].[H-:7].[NH2:8][c:9]1[n:10][cH:11][n:12][c:13]2[cH:14][c:15](-[n:20]3[cH:21][c:22]([CH3:32])[c:23]4[c:28]3[CH2:27][C:26]([CH3:29])([CH3:30])[CH2:25][C:24]4=[O:31])[cH:16][c:17]([F:19])[c:18]12.[Na+:6].[O:33]=[CH:34][N:35]([CH3:36])[CH3:37]>>[CH2:1]([CH2:2][CH2:3][CH3:4])[S:5][c:17]1[cH:16][c:15](-[n:20]2[cH:21][c:22]([CH3:32])[c:23]3[c:28]2[CH2:27][C:26]([CH3:29])([CH3:30])[CH2:25][C:24]3=[O:31])[cH:14][c:13]2[n:12][cH:11][n:10][c:9]([NH2:8])[c:18]21. Reported procedure: The title compound was prepared in a manner analogous to Example 15 utilizing Intermediate 37 and 2-chloro-6-methyl-pyridine. MS (ESI): mass calculated for C23H23N3OS, 389.52; m/z found 390.2 [M+H]+. 1H NMR (400 MHz, CDCl3): 7.56-7.47 (m, 1H), 7.45-7.10 (m, 6H), 7.07-6.91 (m, 1H), 6.43 (d, J=7.2, 1H), 6.04 (s, 1H), 3.96-2.57 (m, 10H), 2.38 (s, 3H). Starting materials: C1N(CC2C1CNC2)C(=O)C2=C(C=CC=C2)C=2SC=CC2 ((Hexahydro-pyrrolo[3,4-c]pyrrol-2-yl)-(2-thiophen-2-yl-phenyl)-methanone), ClC1=NC(=CC=C1)C (2-chloro-6-methyl-pyridine). As a reaction SMILES: [CH2:1]1[CH:5]2[CH2:6][NH:7][CH2:8][CH:4]2[CH2:3][N:2]1[C:9]([C:11]1[CH:16]=[CH:15][CH:14]=[CH:13][C:12]=1[C:17]1[S:18][CH:19]=[CH:20][CH:21]=1)=[O:10].Cl[C:23]1[CH:28]=[CH:27][CH:26]=[C:25]([CH3:29])[N:24]=1>>[CH3:29][C:25]1[N:24]=[C:23]([N:7]2[CH2:8][CH:4]3[CH:5]([CH2:1][N:2]([C:9]([C:11]4[CH:16]=[CH:15][CH:14]=[CH:13][C:12]=4[C:17]4[S:18][CH:19]=[CH:20][CH:21]=4)=[O:10])[CH2:3]3)[CH2:6]2)[CH:28]=[CH:27][CH:26]=1. The product is CC1=CC=CC(=N1)N1CC2CN(CC2C1)C(=O)C1=C(C=CC=C1)C=1SC=CC1 (2-(6-Methylpyridin-2-yl)-5-[(2-thiophen-2-ylphenyl)carbonyl]octahydropyrrolo[3,4-c]pyrrole).